From a dataset of the Open Reaction Database (ORD), a public repository of structured organic reaction records. describe an organic reaction: reactants, conditions, products, and yield Reactants: CNCCO, COC(=O)C(C)Oc1cccc2ncnc(Nc3ccc4c(cnn4Cc4ccccn4)c3)c12. Yields the product CC(Oc1cccc2ncnc(Nc3ccc4c(cnn4Cc4ccccn4)c3)c12)C(=O)N(C)CCO. As a reaction SMILES: [CH3:35][NH:36][CH2:37][CH2:38][OH:39].[n:1]1[c:2]([CH2:7][n:8]2[n:9][cH:10][c:11]3[cH:12][c:13]([NH:17][c:18]4[n:19][cH:20][n:21][c:22]5[cH:23][cH:24][cH:25][c:26]([O:28][CH:29]([C:30](=[O:31])[O:32][CH3:33])[CH3:34])[c:27]45)[cH:14][cH:15][c:16]23)[cH:3][cH:4][cH:5][cH:6]1>>[n:1]1[c:2]([CH2:7][n:8]2[n:9][cH:10][c:11]3[cH:12][c:13]([NH:17][c:18]4[n:19][cH:20][n:21][c:22]5[cH:23][cH:24][cH:25][c:26]([O:28][CH:29]([C:30](=[O:31])[N:36]([CH3:35])[CH2:37][CH2:38][OH:39])[CH3:34])[c:27]45)[cH:14][cH:15][c:16]23)[cH:3][cH:4][cH:5][cH:6]1. Product: ClC=1C=CC2=C(CN3C(C(=N2)N2CCN(CC2)CC(C(=O)OC)(C)C)=CC(=C3)C)C1 (methyl 3-[4-(7-chloro-2-methyl-5H-pyrrolo[2,1-c][1,4]benzodiazepin-11-yl)piperazin-1-yl]-2,2-dimethylpropanoate). Conditions: time 26 hour. Run in O (water), C(C)(=O)OCC (ethyl acetate). Starting materials: ClC=1C=CC2=C(CN3C(C(=N2)Cl)=CC(=C3)C)C1 (7,11-dichloro-2-methyl-5H-pyrrolo[2,1-c][1,4]benzodiazepine), Cl.Cl.CC(C(=O)OC)(CN1CCNCC1)C (methyl 2,2-dimethyl-3-(piperazin-1-yl)-propionate dihydrochloride), C(C)(C)NC(C)C (diisopropylamine), C(C)#N (acetonitrile). Isolated yield 98.9%. As a reaction SMILES: [Cl:1][C:2]1[CH:3]=[CH:4][C:5]2[N:11]=[C:10](Cl)[C:9]3=[CH:13][C:14]([CH3:16])=[CH:15][N:8]3[CH2:7][C:6]=2[CH:17]=1.Cl.Cl.[CH3:20][C:21]([CH3:33])([CH2:26][N:27]1[CH2:32][CH2:31][NH:30][CH2:29][CH2:28]1)[C:22]([O:24][CH3:25])=[O:23].C(NC(C)C)(C)C.C(#N)C>O.C(OCC)(=O)C>[Cl:1][C:2]1[CH:3]=[CH:4][C:5]2[N:11]=[C:10]([N:30]3[CH2:29][CH2:28][N:27]([CH2:26][C:21]([CH3:33])([CH3:20])[C:22]([O:24][CH3:25])=[O:23])[CH2:32][CH2:31]3)[C:9]3=[CH:13][C:14]([CH3:16])=[CH:15][N:8]3[CH2:7][C:6]=2[CH:17]=1 |f:1.2.3|. Procedure details: Heat a mixture of 7,11-dichloro-2-methyl-5H-pyrrolo[2,1-c][1,4]benzodiazepine (10.0 g, 37.7 mmol), methyl 2,2-dimethyl-3-(piperazin-1-yl)-propionate dihydrochloride (19.4 g, 71.0 mmol), diisopropylamine (22.9 g, 226 mmol), and acetonitrile (80 g) at 80° C. to 85° C. for 22 hr. to 26 hr. Cool to 30° C. to 40° C. and add ethyl acetate (80 g). Add water (80 g) dropwise. Stir 40 min. to 60 min. and separate the layers. Extract the aqueous layer with ethyl acetate (60 g to 80 g). Wash the combined or... Starting materials: Cl(=O)[O-].[Na+] (sodium chlorite), P(=O)(O)(O)[O-].[Na+] (sodium dihydrogen phosphate), C/C(/CCC=O)=C\CC\C(=C\COC1OCCCC1)\C ((4E,8E)-(RS)-4,8-dimethyl-10-(tetrahydro-pyran-2-yloxy)-deca-4,8-dienal), CC(C)=CC (2-methyl-2-butene). Run in O (water), C(C)(C)(C)O (tert-butanol). Yields the product C(CCC=CCCC=CC)(=O)O (deca-4,8-dienoic acid). As a reaction SMILES: Cl([O-])=O.[Na+].P([O-])(O)(O)=[O:6].[Na+].C/[C:12](=[CH:17]\[CH2:18][CH2:19]/[C:20](/C)=[CH:21]/[CH2:22][O:23]C1CCCCO1)/[CH2:13][CH2:14][CH:15]=O.CC(=CC)C>O.C(O)(C)(C)C>[C:22]([OH:23])(=[O:6])[CH2:21][CH2:20][CH:19]=[CH:18][CH2:17][CH2:12][CH:13]=[CH:14][CH3:15] |f:0.1,2.3|. Reported procedure: A.a) A solution of 105 g of 80% sodium chlorite and 100 g of sodium dihydrogen phosphate in 1 l of water is added within 30 min. to 50 g of (4E,8E)-(RS)-4,8-dimethyl-10-(tetrahydro-pyran-2-yloxy)-deca-4,8-dienal in 1.5 l of tert-butanol and 1.5 1 of 2-methyl-2-butene. After 2 1/2 hrs. at room temperature the mixture is concentrated and the residue is taken up in methylene chloride, washed with ice-water and 10% potassium hydrogen sulphate solution and dried. 46.5 g of (4E,8E)-(RS)-4,8-dimethyl-1... The reactants are NC=1C=C(C=NC1)C(NC#N)=NCCC1=C(C=CC=C1)Cl (5-amino-N-cyano-N'-[2-(2-chlorophenyl)ethyl]-3-pyridinecarboximidamide), CS(=O)(=O)O (methanesulfonic acid), C([O-])([O-])=O.[Na+].[Na+] (sodium carbonate). Run in N1=CC=CC=C1 (pyridine). Run at time 5 hour. The product is C(#N)NC(=NCCC1=C(C=CC=C1)Cl)C=1C=NC=C(C1)NS(=O)(=O)C (N-cyano-N'-[2-(2-chlorophenyl)ethyl]-5-methanesulfonamido-3-pyridinecarboximidamide). Yield: 32.2%. RXN SMILES: [NH2:1][C:2]1[CH:3]=[C:4]([C:8](=[N:12][CH2:13][CH2:14][C:15]2[CH:20]=[CH:19][CH:18]=[CH:17][C:16]=2[Cl:21])[NH:9][C:10]#[N:11])[CH:5]=[N:6][CH:7]=1.[CH3:22][S:23](O)(=[O:25])=[O:24].C(=O)([O-])[O-].[Na+].[Na+]>N1C=CC=CC=1>[C:10]([NH:9][C:8]([C:4]1[CH:5]=[N:6][CH:7]=[C:2]([NH:1][S:23]([CH3:22])(=[O:25])=[O:24])[CH:3]=1)=[N:12][CH2:13][CH2:14][C:15]1[CH:20]=[CH:19][CH:18]=[CH:17][C:16]=1[Cl:21])#[N:11] |f:2.3.4|. Procedure details: To a solution of 5-amino-N-cyano-N'-[2-(2-chlorophenyl)ethyl]-3-pyridinecarboximidamide (110 mg, 0.39 mmol) in pyridine (2 ml) was added anhydrous methanesulfonic acid (65 mg, 0.37 mmol), and the mixture was stirred at room temperature for 5 hours. After the reaction was completed, ice and a saturated aqueous sodium carbonate solution (20 ml) were added to the reaction mixture, and the mixture was extracted with ethyl acetate (30 ml×3). The ethyl acetate layer was washed with saturated brine, dr... Starting materials: CCOC(=O)C(Br)C(Br)C(=O)c1ccc(OC)c(OC)c1, Br, ClCCl, CCOC(=O)C=CC(=O)c1ccc(OC)c(OC)c1. Product: CCOC(=O)C#CC(=O)c1ccc(OC)c(OC)c1. RXN SMILES: [Br:1][CH:2]([C:3](=[O:4])[O:5][CH2:6][CH3:7])[CH:8]([C:9](=[O:10])[c:11]1[cH:12][c:13]([O:19][CH3:20])[c:14]([O:17][CH3:18])[cH:15][cH:16]1)[Br:21].[Br:41].[CH2:42]([Cl:43])[Cl:44].[CH3:22][O:23][c:24]1[cH:25][c:26]([C:27](=[O:28])[CH:29]=[CH:30][C:31]([O:32][CH2:33][CH3:34])=[O:35])[cH:36][cH:37][c:38]1[O:39][CH3:40]>>[C:2]([C:3](=[O:4])[O:5][CH2:6][CH3:7])#[C:8][C:9](=[O:10])[c:11]1[cH:12][c:13]([O:19][CH3:20])[c:14]([O:17][CH3:18])[cH:15][cH:16]1. Reactants: N1C=CC2=CC(=CC=C12)C(=O)OC (methyl 1H-indole-5-carboxylate), [H-].[Na+] (NaH), CN(C)C=O (DMF), O (water), CI (methyliodide). Run at temperature 25 celsius, time 0.5 hour. Yields the product C(C)N1C=CC2=CC(=CC=C12)C(=O)OC (methyl 1-ethyl-1H-indole-5-carboxylate). Reaction SMILES: N1C2[C:4](=[CH:5][C:6]([C:10]([O:12][CH3:13])=[O:11])=[CH:7][CH:8]=2)[CH:3]=C1.[H-].[Na+].[CH3:16]I.O.[CH3:19][N:20]([CH:22]=O)[CH3:21]>>[CH2:22]([N:20]1[C:19]2[C:4](=[CH:5][C:6]([C:10]([O:12][CH3:13])=[O:11])=[CH:7][CH:8]=2)[CH:3]=[CH:21]1)[CH3:16] |f:1.2|. Procedure: To a solution of methyl 1H-indole-5-carboxylate (1.5 g) in DMF (30 mL) was added NaH (410 mg) at 0° C. The reaction mixture was warmed to 25° C., followed by stirring for 0.5 hours. Then, the reaction mixture was cooled to 0° C. again, and then methyliodide (1.38 mL) was added thereto. The reaction mixture was warmed to 25° C., followed by stirring for 3 hours. To the reaction liquid was added water (50 mL), followed by extraction with EtOAc (50 mL) three times. The organic layer was washed with... Starting materials: CC(C)(C)c1ccc(N)cc1, COCc1nc(Cl)c2c(n1)CN(Cc1ccccc1)CC2, CC#N. Product: COCc1nc2c(c(Nc3ccc(C(C)(C)C)cc3)n1)CCN(Cc1ccccc1)C2. As a reaction SMILES: [C:22]([CH3:23])([CH3:24])([CH3:25])[c:26]1[cH:27][cH:28][c:29]([NH2:32])[cH:30][cH:31]1.[CH2:1]([c:2]1[cH:3][cH:4][cH:5][cH:6][cH:7]1)[N:8]1[CH2:9][c:10]2[n:11][c:12]([CH2:19][O:20][CH3:21])[n:13][c:14]([Cl:18])[c:15]2[CH2:16][CH2:17]1.[CH3:33][C:34]#[N:35]>>[CH2:1]([c:2]1[cH:3][cH:4][cH:5][cH:6][cH:7]1)[N:8]1[CH2:9][c:10]2[n:11][c:12]([CH2:19][O:20][CH3:21])[n:13][c:14]([NH:32][c:29]3[cH:28][cH:27][c:26]([C:22]([CH3:23])([CH3:24])[CH3:25])[cH:31][cH:30]3)[c:15]2[CH2:16][CH2:17]1.